This data is from the Open Reaction Database (ORD), a public repository of structured organic reaction records. The task is: describe an organic reaction: reactants, conditions, products, and yield Starting materials: solution, [OH-].[Na+] (sodium hydroxide), COC=1C=C2C(=CC=NC2=CC1OC)OC1=CC=C(C=C1)NC(COC1=CC(=CC(=C1)C)C)=O (N1-{4-[(6,7-Dimethoxy-4-quinolyl)oxy]phenyl}-2-(3,5-dimethylphenoxy)acetamide), Cl (hydrochloric acid). Solvent: O1CCCC1 (tetrahydrofuran), O1CCCC1 (tetrahydrofuran). Reaction conditions: temperature 0 celsius. Yields the product COC=1C=C2C(=CC=NC2=CC1OC)OC1=CC=C(C=C1)NCCOC1=CC(=CC(=C1)C)C (N-{4-[(6,7-Dimethoxy-4-quinolyl)oxy]-phenyl}-N-[2-(3,5-dimethylphenoxy)ethyl]amine). Isolated yield 79.9%. As a reaction SMILES: [CH3:1][O:2][C:3]1[CH:4]=[C:5]2[C:10](=[CH:11][C:12]=1[O:13][CH3:14])[N:9]=[CH:8][CH:7]=[C:6]2[O:15][C:16]1[CH:21]=[CH:20][C:19]([NH:22][C:23](=O)[CH2:24][O:25][C:26]2[CH:31]=[C:30]([CH3:32])[CH:29]=[C:28]([CH3:33])[CH:27]=2)=[CH:18][CH:17]=1.Cl.[OH-].[Na+]>O1CCCC1>[CH3:1][O:2][C:3]1[CH:4]=[C:5]2[C:10](=[CH:11][C:12]=1[O:13][CH3:14])[N:9]=[CH:8][CH:7]=[C:6]2[O:15][C:16]1[CH:21]=[CH:20][C:19]([NH:22][CH2:23][CH2:24][O:25][C:26]2[CH:31]=[C:30]([CH3:32])[CH:29]=[C:28]([CH3:33])[CH:27]=2)=[CH:18][CH:17]=1 |f:2.3|. Procedure: N1-{4-[(6,7-Dimethoxy-4-quinolyl)oxy]phenyl}-2-(3,5-dimethylphenoxy)acetamide (200 mg) was dissolved in tetrahydrofuran (10 ml) to prepare a solution. A 1 M solution (1.3 ml) of a borane-tetrahydrofuran complex in tetrahydrofuran was then added to the solution, and the mixture was stirred with heating under reflux for 2 hr. The reaction solution was cooled to 0° C. and was adjusted to pH=1 by the addition of 1 N hydrochloric acid, followed by stirring with heating under reflux for 30 min. The re... Starting materials: COC1=CC=C2C(=CC(=NC2=C1)C1=CC=CC=C1)OC1CN2C(OCCCCCC=CC3CC3(NC(C2C1)=O)C(=O)O)=O (18-(7-methoxy-2-phenylquinolin-4-yloxy)-2,15-dioxo-3,16-diaza-14-oxatricyclo[14.3.0.04,6]nonadec-7-ene-4-carboxylic acid), COC1=CC=C2C(=CC(=NC2=C1)C1=CC=CC=C1)OC1CN2C(OCCCCC=CC3CC3(NC(C2C1)=O)C(=O)NS(=O)(=O)C1CC1)=O (N-[17-(7-methoxy-2-phenylquinolin-4-yloxy)-2,14-dioxo-3,15-diaza-13-oxatricyclo[13.3.0.04,6]octadec-7-ene-4-carbonyl](cyclopropyl)-sulfonamide). The product is COC1=CC=C2C(=CC(=NC2=C1)C1=CC=CC=C1)OC1CN2C(OCCCCCC=CC3CC3(NC(C2C1)=O)C(=O)NS(=O)(=O)C1CC1)=O (N-[18-(7-methoxy-2-phenylquinolin-4-yloxy)-2,15-dioxo-3,16-diaza-14-oxatricyclo[14.3.0.04,6]nonadec-7-ene-4-carbonyl](cyclopropyl)-sulfonamide). As a reaction SMILES: [CH3:1][O:2][C:3]1[CH:12]=[C:11]2[C:6]([C:7]([O:19][CH:20]3[CH2:38][CH:37]4[N:22]([C:23](=[O:43])[O:24][CH2:25][CH2:26][CH2:27][CH2:28][CH2:29][CH:30]=[CH:31][CH:32]5[C:34]([C:40]([OH:42])=O)([NH:35][C:36]4=[O:39])[CH2:33]5)[CH2:21]3)=[CH:8][C:9]([C:13]3[CH:18]=[CH:17][CH:16]=[CH:15][CH:14]=3)=[N:10]2)=[CH:5][CH:4]=1.COC1C=C2C(C(OC3CC4N(C(=O)OCCCCC=CC5C(C([NH:84][S:85]([CH:88]6[CH2:90][CH2:89]6)(=[O:87])=[O:86])=O)(NC4=O)C5)C3)=CC(C3C=CC=CC=3)=N2)=CC=1>>[CH3:1][O:2][C:3]1[CH:12]=[C:11]2[C:6]([C:7]([O:19][CH:20]3[CH2:38][CH:37]4[N:22]([C:23](=[O:43])[O:24][CH2:25][CH2:26][CH2:27][CH2:28][CH2:29][CH:30]=[CH:31][CH:32]5[C:34]([C:40]([NH:84][S:85]([CH:88]6[CH2:90][CH2:89]6)(=[O:87])=[O:86])=[O:42])([NH:35][C:36]4=[O:39])[CH2:33]5)[CH2:21]3)=[CH:8][C:9]([C:13]3[CH:14]=[CH:15][CH:16]=[CH:17][CH:18]=3)=[N:10]2)=[CH:5][CH:4]=1. Procedure: The title compound 25 was synthesized from compound 24 following the same procedure described for the synthesis of N-[17-(7-methoxy-2-phenylquinolin-4-yloxy)-2,14-dioxo-3,15-diaza-13-oxatricyclo[13.3.0.04,6]octadec-7-ene-4-carbonyl]-(cyclopropyl)sulfonamide (23): m/z=689 (M+H)+.